This data is from the Open Reaction Database (ORD), a public repository of structured organic reaction records. The task is: describe an organic reaction: reactants, conditions, products, and yield The reactants are ice water, FCCOC[C@H]1N(C[C@@H](C1)OS(=O)(=O)C)C(=O)OCC1=CC=C(C=C1)[N+](=O)[O-] ((2S,4R)-2-(2-fluoroethyloxymethyl)-4-methanesulfonyloxy-1-(4-nitrobenzyloxycarbonyl)pyrrolidine), C(C)(=O)S (thioacetic S-acid), CC(C)([O-])C.[K+] (potassium tert-butoxide). Run in CN(C=O)C (dimethylformamide), CN(C=O)C (dimethylformamide). The product is C(C)(=O)S[C@H]1C[C@H](N(C1)C(=O)OCC1=CC=C(C=C1)[N+](=O)[O-])COCCF ((2S,4S)-4-acetylthio-2-(2-fluoroethyloxymethyl)-1-(4-nitrobenzyloxycarbonyl)pyrrolidine). As a reaction SMILES: [F:1][CH2:2][CH2:3][O:4][CH2:5][C@@H:6]1[CH2:10][C@@H:9](OS(C)(=O)=O)[CH2:8][N:7]1[C:16]([O:18][CH2:19][C:20]1[CH:25]=[CH:24][C:23]([N+:26]([O-:28])=[O:27])=[CH:22][CH:21]=1)=[O:17].[C:29]([SH:32])(=[O:31])[CH3:30].CC(C)([O-])C.[K+]>CN(C)C=O>[C:29]([S:32][C@@H:9]1[CH2:8][N:7]([C:16]([O:18][CH2:19][C:20]2[CH:21]=[CH:22][C:23]([N+:26]([O-:28])=[O:27])=[CH:24][CH:25]=2)=[O:17])[C@H:6]([CH2:5][O:4][CH2:3][CH2:2][F:1])[CH2:10]1)(=[O:31])[CH3:30] |f:2.3|. Procedure: A solution of (2S,4R)-2-(2-fluoroethyloxymethyl)-4-methanesulfonyloxy-1-(4-nitrobenzyloxycarbonyl)pyrrolidine (4.95 g) in dimethylformamide (5 ml) was added to a mixture of thioacetic S-acid (1.26 ml) and potassium tert-butoxide (1.98 g) in dimethylformamide (25 ml) in a nitrogen stream, and the mixture was heated at 75°-80° C. for 2 hours. The mixture was poured into ice-water (100 ml) and extracted with ethyl acetate (100 ml). The extract was washed with water (100 ml×2) and brine (100 ml), in... Reactants: N#CC1(c2cccc(C(=O)O)c2)CC1, CN(C)C=O, CN1CCCC1=O, O=C(Cl)C(=O)Cl, COc1ccc(N)cc1Oc1ccc2nc(NC(=O)C3CC3)cn2n1, C1CCOC1. The product is COc1ccc(NC(=O)c2cccc(C3(C#N)CC3)c2)cc1Oc1ccc2nc(NC(=O)C3CC3)cn2n1. RXN SMILES: [C:1](#[N:2])[C:3]1([c:6]2[cH:7][c:8]([C:9](=[O:10])[OH:11])[cH:12][cH:13][cH:14]2)[CH2:4][CH2:5]1.[CH3:21][N:22]([CH3:23])[CH:24]=[O:25].[CH3:51][N:52]1[CH2:53][CH2:54][CH2:55][C:56]1=[O:57].[Cl:15][C:16]([C:17]([Cl:18])=[O:19])=[O:20].[NH2:26][c:27]1[cH:28][cH:29][c:30]([O:49][CH3:50])[c:31]([O:32][c:33]2[cH:34][cH:35][c:36]3[n:37]([n:38]2)[cH:39][c:40]([NH:42][C:43](=[O:44])[CH:45]2[CH2:46][CH2:47]2)[n:41]3)[cH:48]1.[O:58]1[CH2:59][CH2:60][CH2:61][CH2:62]1>>[C:1](#[N:2])[C:3]1([c:6]2[cH:7][c:8]([C:9](=[O:11])[NH:26][c:27]3[cH:28][cH:29][c:30]([O:49][CH3:50])[c:31]([O:32][c:33]4[cH:34][cH:35][c:36]5[n:37]([n:38]4)[cH:39][c:40]([NH:42][C:43](=[O:44])[CH:45]4[CH2:46][CH2:47]4)[n:41]5)[cH:48]3)[cH:12][cH:13][cH:14]2)[CH2:4][CH2:5]1. Reactants: [N+](=O)(O)[O-] (nitric acid), S(O)(O)(=O)=O (sulfuric acid), C(C)(=O)NCC1=CC=C(C(=O)OC)C=C1 (methyl 4-acetamidomethylbenzoate). Solvent: ice water. Conditions: time 1 hour. The product is C(C)(=O)NCC1=C(C=C(C(=O)OC)C=C1)[N+](=O)[O-] (Methyl 4-Acetamidomethyl-3-nitrobenzoate). RXN SMILES: [N+:1]([O-:4])(O)=[O:2].S(=O)(=O)(O)O.[C:10]([NH:13][CH2:14][C:15]1[CH:24]=[CH:23][C:18]([C:19]([O:21][CH3:22])=[O:20])=[CH:17][CH:16]=1)(=[O:12])[CH3:11]>>[C:10]([NH:13][CH2:14][C:15]1[CH:24]=[CH:23][C:18]([C:19]([O:21][CH3:22])=[O:20])=[CH:17][C:16]=1[N+:1]([O-:4])=[O:2])(=[O:12])[CH3:11]. Procedure details: To a mixture (mixed acid) of fuming nitric acid (70 ml) and conc. sulfuric acid (70 ml) was added methyl 4-acetamidomethylbenzoate (54 g) at 7-15° C. for 1.5 hr. This reaction mixture was stirred at room temperature for 1 hr and poured into ice water (600 ml). The mixture was extracted with chloroform (300 ml×3). The extract was washed with water, saturated sodium hydrogencarbonate solution and saturated brine, and dried over anhydrous sodium sulfate. The solvent was evaporated to give a yellow ... As a reaction SMILES: [CH2:30]([NH:31][CH2:32][CH3:33])[CH3:34].[CH3:22][C:23](=[O:24])[O-:25].[CH3:26][C:27](=[O:28])[OH:29].[Cl:1][c:2]1[cH:3][cH:4][c:5]([CH:8]2[CH:9]([C:18]([OH:19])=[O:20])[C:10](=[O:17])[O:11][CH:12]2[CH2:13][CH2:14][CH2:15][OH:16])[cH:6][cH:7]1.[Na+:21].[OH2:35]>>[Cl:1][c:2]1[cH:3][cH:4][c:5]([CH:8]2[C:9](=[CH2:18])[C:10](=[O:17])[O:11][CH:12]2[CH2:13][CH2:14][CH2:15][OH:16])[cH:6][cH:7]1. Starting materials: CCNCC, CC(=O)[O-], CC(=O)O, O=C(O)C1C(=O)OC(CCCO)C1c1ccc(Cl)cc1, [Na+], O. Product: C=C1C(=O)OC(CCCO)C1c1ccc(Cl)cc1. Starting materials: CCO, CC(=O)O, O=C(CCl)c1ccc(O)c(O)c1, O, [Zn]. Yields the product CC(=O)c1ccc(O)c(O)c1. RXN SMILES: [CH3:18][CH2:19][OH:20].[CH3:1][C:2](=[O:3])[OH:4].[Cl:5][CH2:6][C:7](=[O:8])[c:9]1[cH:10][c:11]([OH:16])[c:12]([OH:13])[cH:14][cH:15]1.[OH2:17].[Zn:21]>>[CH3:6][C:7](=[O:8])[c:9]1[cH:10][c:11]([OH:16])[c:12]([OH:13])[cH:14][cH:15]1. Procedure: Starting from 375 mg of 4-(5-bromo-3pyridyl)-6,7-dimethoxy-2-methylaminoquinazoline obtained in Example 76 and 225 mg of 4-methylthiophenylboric acid, 440 mg of the title compound was obtained as pale yellow crystals in the same manner as in Example 48. m.p.; 170-172° C. MASS 419 (MH+) RXN SMILES: Br[C:2]1[CH:3]=[C:4]([C:8]2[C:17]3[C:12](=[CH:13][C:14]([O:20][CH3:21])=[C:15]([O:18][CH3:19])[CH:16]=3)[N:11]=[C:10]([NH:22][CH3:23])[N:9]=2)[CH:5]=[N:6][CH:7]=1.[CH3:24][S:25][C:26]1[CH:31]=[CH:30][C:29](OB(O)O)=[CH:28][CH:27]=1>>[CH3:19][O:18][C:15]1[CH:16]=[C:17]2[C:12](=[CH:13][C:14]=1[O:20][CH3:21])[N:11]=[C:10]([NH:22][CH3:23])[N:9]=[C:8]2[C:4]1[CH:5]=[N:6][CH:7]=[C:2]([C:29]2[CH:30]=[CH:31][C:26]([S:25][CH3:24])=[CH:27][CH:28]=2)[CH:3]=1. Starting materials: BrC=1C=C(C=NC1)C1=NC(=NC2=CC(=C(C=C12)OC)OC)NC (4-(5-Bromo-3-pyridyl)-6,7-dimethoxy-2-methylaminoquinazoline), CSC1=CC=C(C=C1)OB(O)O (4-methylthiophenylboric acid). Yield: 105.2%. Yields the product COC=1C=C2C(=NC(=NC2=CC1OC)NC)C=1C=NC=C(C1)C1=CC=C(C=C1)SC (6,7-Dimethoxy-2-methylamino-4-[5-(4-methylthiophenyl)-3-pyridyl]quinazoline).